From a dataset of the Open Reaction Database (ORD), a public repository of structured organic reaction records. describe an organic reaction: reactants, conditions, products, and yield Reactants: CI (methyl iodide), C([O-])([O-])=O.[K+].[K+] (potassium carbonate), FC(C1=NC(=CC(=C1C(=O)OC)O)C(F)(F)F)(F)F (Methyl 2,6-bis(trifluoromethyl)-4-hydroxy-3-pyridinecarboxylate). Run in CC(=O)C (acetone). Product: COC1=C(C(=NC(=C1)C(F)(F)F)C(F)(F)F)C(=O)OC (Methyl 4-methoxy-2,6-bis(trifluoromethyl)-3-pyridinecarboxylate). RXN SMILES: CI.[C:3](=O)([O-])[O-].[K+].[K+].[F:9][C:10]([F:27])([F:26])[C:11]1[C:16]([C:17]([O:19][CH3:20])=[O:18])=[C:15]([OH:21])[CH:14]=[C:13]([C:22]([F:25])([F:24])[F:23])[N:12]=1>CC(C)=O>[CH3:3][O:21][C:15]1[CH:14]=[C:13]([C:22]([F:25])([F:24])[F:23])[N:12]=[C:11]([C:10]([F:26])([F:9])[F:27])[C:16]=1[C:17]([O:19][CH3:20])=[O:18] |f:1.2.3|. Reported procedure: A mixture of methyl iodide (32.3 ml, 0.519 mol), potassium carbonate (14.4 g, 0.104 mol), and product of Step 2 (25.0 g, 0.086, 5 mol) in acetone (100 ml) was refluxed for 18 hours and concentrated. The residue was dissolved in ether and washed with water. The ether layer was worked up as usual. The crude product, a yellow solid (27.25 g), was recrystallized (chloroform petroleum ether) to afford white rods (22.95 g), yield--88%; mp 101°-103° C. Starting materials: CC(=O)O, OO, O=C(O)C(F)(F)F, c1cc2[nH]cnc2cn1. Yields the product [O-][n+]1ccc2[nH]cnc2c1. As a reaction SMILES: [CH3:19][C:20](=[O:21])[OH:22].[OH:10][OH:11].[OH:12][C:13]([C:14]([F:15])([F:16])[F:17])=[O:18].[nH:1]1[cH:2][n:3][c:4]2[cH:5][n:6][cH:7][cH:8][c:9]12>>[nH:1]1[cH:2][n:3][c:4]2[cH:5][n+:6]([O-:12])[cH:7][cH:8][c:9]12. The reactants are [Na] (Sodium), C(CO)O (1,2-ethanediol), CS(=O)(=O)OCCCOC1=CC=CC=C1 (3-phenoxy-1-propanol methanesulphonate). Run in O (water), COCCOC (1,2-dimethoxyethane). Reaction conditions: time 2 hour. The product is O(C1=CC=CC=C1)CCCOCCO (2-(3-Phenoxypropoxy)ethanol). Isolated yield 98.7%. Reaction SMILES: [Na].CS([O:6][CH2:7][CH2:8][CH2:9][O:10][C:11]1[CH:16]=[CH:15][CH:14]=[CH:13][CH:12]=1)(=O)=O.[CH2:17](O)[CH2:18][OH:19]>COCCOC.O>[O:10]([CH2:9][CH2:8][CH2:7][O:6][CH2:17][CH2:18][OH:19])[C:11]1[CH:16]=[CH:15][CH:14]=[CH:13][CH:12]=1 |^1:0|. Procedure: Sodium (2.80 g) was dissolved in 1,2-ethanediol (22.00 g) at ca 100° under nitrogen and 3-phenoxy-1-propanol methanesulphonate (25.5 g) in 1,2-dimethoxyethane (50 ml) was added dropwise at 100° under nitrogen. The mixture was stirred at 150° for 2 h and then carefully diluted with water (150 ml) and extracted with diethyl ether (2×150 ml). The combined organic extracts were washed with water (2×150 ml), dried and evaporated in vacuo to give the title compound (21.45 g) as an oil. T.l.c. System B... Starting materials: COCCOC, CS(=O)c1nc(N)nc(-n2cccn2)c1C#N, NCCNc1ccccc1. Product: N#Cc1c(NCCNc2ccccc2)nc(N)nc1-n1cccn1. As a reaction SMILES: [CH3:28][O:29][CH2:30][CH2:31][O:32][CH3:33].[NH2:1][c:2]1[n:3][c:4](-[n:13]2[n:14][cH:15][cH:16][cH:17]2)[c:5]([C:11]#[N:12])[c:6]([S:8]([CH3:9])=[O:10])[n:7]1.[c:18]1([NH:24][CH2:25][CH2:26][NH2:27])[cH:19][cH:20][cH:21][cH:22][cH:23]1>>[NH2:1][c:2]1[n:3][c:4](-[n:13]2[n:14][cH:15][cH:16][cH:17]2)[c:5]([C:11]#[N:12])[c:6]([NH:27][CH2:26][CH2:25][NH:24][c:18]2[cH:19][cH:20][cH:21][cH:22][cH:23]2)[n:7]1. Reactants: NC1=C(C=CC=C1[N+](=O)[O-])OC (2-Amino-3-nitroanisole). The reagents and catalysts are [Pd] (palladium on charcoal). Solvent: C(C)(=O)OCC (ethyl acetate). The product is NC1=C(C=CC=C1N)OC (2,3-Diaminoanisole). The yield is 101.9%. RXN SMILES: [NH2:1][C:2]1[C:7]([N+:8]([O-])=O)=[CH:6][CH:5]=[CH:4][C:3]=1[O:11][CH3:12]>C(OCC)(=O)C.[Pd]>[NH2:1][C:2]1[C:7]([NH2:8])=[CH:6][CH:5]=[CH:4][C:3]=1[O:11][CH3:12]. Procedure details: 2-Amino-3-nitroanisole (4.3 g) was hydrogenated in ethyl acetate (200 ml) using catalytic 10% palladium on charcoal under an atmosphere of hydrogen at ambient temperature. Once complete the reaction mixture was filtered through Celite and the filtrate evaporated in vacuo to afford the title compound as a brown liquid (3.60 g). The reactants are C1(=CC=CC=C1)[C@@H]1NC(N[C@@H]1C1=CC=CC=C1)=S (cis-4,5-Diphenylimidazolidine-2-thione), FC(OC1=CC=C(CCl)C=C1)(F)F (4-trifluoromethoxybenzyl chloride). The solvent is CCO (EtOH). The product is Cl.FC(OC1=CC=C(CSC=2N[C@@H]([C@@H](N2)C2=CC=CC=C2)C2=CC=CC=C2)C=C1)(F)F (2-[(4-Trifluoromethoxybenzyl)thio]-cis-4,5-diphenyl-4,5-dihydro-1H-imidazole hydrochloride). Isolated yield 62.7%. RXN SMILES: [C:1]1([C@H:7]2[C@@H:11]([C:12]3[CH:17]=[CH:16][CH:15]=[CH:14][CH:13]=3)[NH:10][C:9](=[S:18])[NH:8]2)[CH:6]=[CH:5][CH:4]=[CH:3][CH:2]=1.[F:19][C:20]([F:31])([F:30])[O:21][C:22]1[CH:29]=[CH:28][C:25]([CH2:26][Cl:27])=[CH:24][CH:23]=1>CCO>[ClH:27].[F:19][C:20]([F:30])([F:31])[O:21][C:22]1[CH:29]=[CH:28][C:25]([CH2:26][S:18][C:9]2[NH:8][C@H:7]([C:1]3[CH:2]=[CH:3][CH:4]=[CH:5][CH:6]=3)[C@H:11]([C:12]3[CH:13]=[CH:14][CH:15]=[CH:16][CH:17]=3)[N:10]=2)=[CH:24][CH:23]=1 |f:3.4|. Procedure details: A mixture of intermediate 25 (200 mg, 0.786 mmol) and 4-trifluoromethoxybenzyl chloride (0.331 mg, 1.57 mmol) in abs. EtOH (2 mL) is heated at 95° C. for 24 h. The reaction mixture is cooled to RT, evaporated to dryness, and the residue suspended in Et2O. The insoluble material is filtered to give 229 mg of the product 216. 1H NMR (DMSO-d6) δ 11.30 (s, 2 H), 7.75 (d, 2 H), 7.45 (d, 2 H), 7.20-6.90 (m, 6 H), 6.90-6.60 (m, 4 H), 5.79 (s, 2 H), 4.85 (s, 2 H); MS: m/z 429 (M++1). Reactants: ONC(=N)C1=C2CCC(C2=CC=C1)=NO (4-(N-hydroxyamidino)-2,3-dihydro-1H-inden-1-one oxime), NN1C(=NC(=C1)C1=CC=C(C=C1)Cl)N (1,2-diamino-4-(4-chlorophenyl)-imidazole). Solvent: Cl (hydrochloric acid). Conditions: temperature 120 celsius. Product: Cl.Cl.ONC(=N)C1=C2CCC(C2=CC=C1)=NN1C(=NC(=C1)C1=CC=C(C=C1)Cl)N (1-[4-(N-Hydroxyamidino)-2,3-dihydro-1H-inden-1-ylideneamino]-2-amino-4-(4-chlorophenyl)-imidazole dihydrochloride). Reaction SMILES: [OH:1][NH:2][C:3]([C:5]1[CH:13]=[CH:12][CH:11]=[C:10]2[C:6]=1[CH2:7][CH2:8][C:9]2=[N:14]O)=[NH:4].N[N:17]1[CH:21]=[C:20]([C:22]2[CH:27]=[CH:26][C:25]([Cl:28])=[CH:24][CH:23]=2)[N:19]=[C:18]1[NH2:29]>Cl>[ClH:28].[ClH:28].[OH:1][NH:2][C:3]([C:5]1[CH:13]=[CH:12][CH:11]=[C:10]2[C:6]=1[CH2:7][CH2:8][C:9]2=[N:14][N:17]1[CH:21]=[C:20]([C:22]2[CH:23]=[CH:24][C:25]([Cl:28])=[CH:26][CH:27]=2)[N:19]=[C:18]1[NH2:29])=[NH:4] |f:3.4.5|. Reported procedure: A mixture of 1.026 g (5 mmol) of 4-(N-hydroxyamidino)-2,3-dihydro-1H-inden-1-one oxime, 1.043 g (5 mmol) of 1,2-diamino-4-(4-chlorophenyl)-imidazole (see Beyer H. et al., Chem. Ber. 101, 3151 (1968)) and 20 ml of 4N hydrochloric acid is heated at 120° C. for 18 hours, with stirring, and is then concentrated by evaporation in vacuo. 25 ml of ethanol are added to the crystalline residue, the mixture is cooled to 5° C., with stirring, and is filtered, and the crystallizate is washed with a small am... Yields the product Cn1nc(C(F)(F)F)c(CN2CCN(c3cn4nc(-c5ccco5)nc4c(N)n3)CC2)c1Cl. Starting materials: CC(=O)O[BH-](OC(C)=O)OC(C)=O, Cn1cnc2ncc(N3CCN(C(=O)OC(C)(C)C)CC3)nc2c1=O, CC(=O)O, Cn1nc(C(F)(F)F)c(C=O)c1Cl, [Na+], Nc1nc(N2CCNCC2)cn2nc(-c3ccco3)nc12. As a reaction SMILES: [C:35]([O:36][BH-:37]([O:38][C:39](=[O:40])[CH3:41])[O:42][C:43](=[O:44])[CH3:45])(=[O:46])[CH3:47].[C:53]([O:54][C:55]([N:56]1[CH2:57][CH2:58][N:59]([c:60]2[n:61][c:62]3[c:63]([n:64][cH:65]2)[n:66][cH:67][n:68]([CH3:69])[c:70]3=[O:71])[CH2:72][CH2:73]1)=[O:74])([CH3:75])([CH3:76])[CH3:77].[CH3:49][C:50](=[O:51])[OH:52].[Cl:22][c:23]1[c:24]([CH:33]=[O:34])[c:25]([C:29]([F:30])([F:31])[F:32])[n:26][n:27]1[CH3:28].[Na+:48].[o:1]1[c:2](-[c:6]2[n:7][n:8]3[c:9]([c:10]([NH2:20])[n:11][c:12]([N:14]4[CH2:15][CH2:16][NH:17][CH2:18][CH2:19]4)[cH:13]3)[n:21]2)[cH:3][cH:4][cH:5]1>>[o:1]1[c:2](-[c:6]2[n:7][n:8]3[c:9]([c:10]([NH2:20])[n:11][c:12]([N:14]4[CH2:15][CH2:16][N:17]([CH2:33][c:24]5[c:23]([Cl:22])[n:27]([CH3:28])[n:26][c:25]5[C:29]([F:30])([F:31])[F:32])[CH2:18][CH2:19]4)[cH:13]3)[n:21]2)[cH:3][cH:4][cH:5]1. Reactants: BrC=1C=C(C2=C(OC(O2)(C2=CC=CC=C2)C2=CC=CC=C2)C1)C(=O)O (6-Bromo-2,2-diphenyl-1,3-benzodioxole-4-carboxylic acid), O([Li])C (LiOMe), CON(C(=O)C1CCCCC1)C (cyclohexanecarboxylic acid methoxy-methyl-amide). Yields the product C1(CCCCC1)C(=O)C=1C=C(C2=C(OC(O2)(C2=CC=CC=C2)C2=CC=CC=C2)C1)C(=O)O (6-Cyclohexanecarbonyl-2,2-diphenyl-1,3-benzodioxole-4-carboxylic acid). RXN SMILES: Br[C:2]1[CH:3]=[C:4]([C:23]([OH:25])=[O:24])[C:5]2[O:9][C:8]([C:16]3[CH:21]=[CH:20][CH:19]=[CH:18][CH:17]=3)([C:10]3[CH:15]=[CH:14][CH:13]=[CH:12][CH:11]=3)[O:7][C:6]=2[CH:22]=1.O(C)[Li].CON(C)[C:32]([CH:34]1[CH2:39][CH2:38][CH2:37][CH2:36][CH2:35]1)=[O:33]>>[CH:34]1([C:32]([C:2]2[CH:3]=[C:4]([C:23]([OH:25])=[O:24])[C:5]3[O:9][C:8]([C:16]4[CH:21]=[CH:20][CH:19]=[CH:18][CH:17]=4)([C:10]4[CH:15]=[CH:14][CH:13]=[CH:12][CH:11]=4)[O:7][C:6]=3[CH:22]=2)=[O:33])[CH2:39][CH2:38][CH2:37][CH2:36][CH2:35]1. Procedure: 6-Bromo-2,2-diphenyl-1,3-benzodioxole-4-carboxylic acid (1.26 g, 3.16 mmol, 1 eq.), LiOMe (240 mg, 6.32 mmol, 2 eq.) and cyclohexanecarboxylic acid methoxy-methyl-amide (650 mg, 3.8 mmol, 1.2 eq.) as the electrophile were reacted according to GP4, Method A. The crude product was purified using flash chromatography (silica gel, hexane/Et2O/AcOH 5:1:0.1) and subsequent recrystallization from CH2Cl2/hexane to give the title compound as a yellowish solid.